From a dataset of the Open Reaction Database (ORD), a public repository of structured organic reaction records. describe an organic reaction: reactants, conditions, products, and yield Product: ClC1=NC(=CC(=N1)C)OC1=CC=C(C=C1)OC(F)(F)F (2-Chloro-4-methyl-6-(4-trifluoromethoxy-phenoxy)-pyrimidine). Yield: 60.0%. Reaction SMILES: [F:1][C:2]([F:12])([F:11])[O:3][C:4]1[CH:9]=[CH:8][C:7]([OH:10])=[CH:6][CH:5]=1.[Cl:13][C:14]1[N:19]=[C:18](Cl)[CH:17]=[C:16]([CH3:21])[N:15]=1>>[Cl:13][C:14]1[N:15]=[C:16]([CH3:21])[CH:17]=[C:18]([O:10][C:7]2[CH:6]=[CH:5][C:4]([O:3][C:2]([F:11])([F:12])[F:1])=[CH:9][CH:8]=2)[N:19]=1. Reactants: FC(OC1=CC=C(C=C1)O)(F)F (4-trifluoromethoxyphenol), ClC1=NC(=CC(=N1)Cl)C (2,4-dichloro-6-methylpyrimidine). Reported procedure: Prepared in analogy to example 81a) from 4-trifluoromethoxyphenol and 2,4-dichloro-6-methylpyrimidine in a yield of 60%. 1H NMR (CDCl3, 300 MHz): δ (ppm)=7.28 (d, 2H), 7.18 (d, 2H), 6.65 (s, 1H), 2.50 (s, 3H).